From a dataset of the Open Reaction Database (ORD), a public repository of structured organic reaction records. describe an organic reaction: reactants, conditions, products, and yield Reactants: [H-].[Na+] (sodium hydride), FC1=CC=C(C=C1)CC(=O)OC (Methyl 4-fluorophenylacetate), CN(CCCl)CCCl.Cl (mechlorethamine hydrochloride). Run in CS(=O)C (dimethyl sulphoxide), CS(=O)C (dimethyl sulphoxide). Run at time 8 hour. Yields the product FC1=CC=C(C=C1)C1(CCN(CC1)C)C(=O)OC (4-(4-Fluorophenyl)-4-carbomethoxy-1-methylpiperidine). Yield: 30.3%. RXN SMILES: [F:1][C:2]1[CH:7]=[CH:6][C:5]([CH2:8][C:9]([O:11][CH3:12])=[O:10])=[CH:4][CH:3]=1.[H-].[Na+].[CH3:15][N:16]([CH2:20][CH2:21]Cl)[CH2:17][CH2:18]Cl.Cl>CS(C)=O>[F:1][C:2]1[CH:3]=[CH:4][C:5]([C:8]2([C:9]([O:11][CH3:12])=[O:10])[CH2:21][CH2:20][N:16]([CH3:15])[CH2:17][CH2:18]2)=[CH:6][CH:7]=1 |f:1.2,3.4|. Reported procedure: Methyl 4-fluorophenylacetate (24.4 g) was dissolved in dry dimethyl sulphoxide (150 ml) and added dropwise to sodium hydride (15.7 g of an 80% dispersion in oil) under nitrogen. After 20 minutes mechlorethamine hydrochloride (24 g) in dry dimethyl sulphoxide (125 ml) was added over a period of 20 minutes. The reaction was poured onto ice (200 ml) and left overnight. The mixture was extracted with diethyl ether (50×250 ml) and the combined organic solutions were extracted with 5N HCl (100 ml). Th... The reactants are COc1cc(Nc2c(C#N)cnc3cc(Br)ccc23)c(Cl)cc1Cl, O=C([O-])O, CCN1CCN(Cc2ccc(B3OC(C)(C)C(C)(C)O3)cc2)CC1, COCCOC, [Na+], c1ccc(P(c2ccccc2)(c2ccccc2)[Pd](P(c2ccccc2)(c2ccccc2)c2ccccc2)(P(c2ccccc2)(c2ccccc2)c2ccccc2)P(c2ccccc2)(c2ccccc2)c2ccccc2)cc1. Product: CCN1CCN(Cc2ccc(-c3ccc4c(Nc5cc(OC)c(Cl)cc5Cl)c(C#N)cnc4c3)cc2)CC1. RXN SMILES: [Br:1][c:2]1[cH:3][cH:4][c:5]2[c:6]([NH:14][c:15]3[c:16]([Cl:24])[cH:17][c:18]([Cl:23])[c:19]([O:21][CH3:22])[cH:20]3)[c:7]([C:12]#[N:13])[cH:8][n:9][c:10]2[cH:11]1.[C:55](=[O:56])([OH:57])[O-:58].[CH2:25]([CH3:26])[N:27]1[CH2:28][CH2:29][N:30]([CH2:33][c:34]2[cH:35][cH:36][c:37]([B:40]3[O:41][C:42]([CH3:43])([CH3:44])[C:45]([CH3:46])([CH3:47])[O:48]3)[cH:38][cH:39]2)[CH2:31][CH2:32]1.[CH3:49][O:50][CH2:51][CH2:52][O:53][CH3:54].[Na+:59].[cH:60]1[cH:61][cH:62][c:63]([P:64]([Pd:65]([P:66]([c:67]2[cH:68][cH:69][cH:70][cH:71][cH:72]2)([c:73]2[cH:74][cH:75][cH:76][cH:77][cH:78]2)[c:79]2[cH:80][cH:81][cH:82][cH:83][cH:84]2)([P:85]([c:86]2[cH:87][cH:88][cH:89][cH:90][cH:91]2)([c:92]2[cH:93][cH:94][cH:95][cH:96][cH:97]2)[c:98]2[cH:99][cH:100][cH:101][cH:102][cH:103]2)[P:104]([c:105]2[cH:106][cH:107][cH:108][cH:109][cH:110]2)([c:111]2[cH:112][cH:113][cH:114][cH:115][cH:116]2)[c:117]2[cH:118][cH:119][cH:120][cH:121][cH:122]2)([c:123]2[cH:124][cH:125][cH:126][cH:127][cH:128]2)[c:129]2[cH:130][cH:131][cH:132][cH:133][cH:134]2)[cH:135][cH:136]1>>[c:2]1(-[c:37]2[cH:36][cH:35][c:34]([CH2:33][N:30]3[CH2:29][CH2:28][N:27]([CH2:25][CH3:26])[CH2:32][CH2:31]3)[cH:39][cH:38]2)[cH:3][cH:4][c:5]2[c:6]([NH:14][c:15]3[c:16]([Cl:24])[cH:17][c:18]([Cl:23])[c:19]([O:21][CH3:22])[cH:20]3)[c:7]([C:12]#[N:13])[cH:8][n:9][c:10]2[cH:11]1. Reactants: CC(=O)O, ClC(Cl)Cl, CN(C)CCNC(=S)SC(C)(C)C(NC(=O)c1ccc(Cl)cc1)C(=O)O. Yields the product CN(C)CCN1C(=O)C(NC(=O)c2ccc(Cl)cc2)C(C)(C)SC1=S. As a reaction SMILES: [CH3:27][C:28](=[O:29])[OH:30].[CH:31]([Cl:32])([Cl:33])[Cl:34].[Cl:1][c:2]1[cH:3][cH:4][c:5]([C:6](=[O:7])[NH:8][CH:9]([C:10]([CH3:11])([CH3:12])[S:13][C:14]([NH:15][CH2:16][CH2:17][N:18]([CH3:19])[CH3:20])=[S:21])[C:22](=[O:23])[OH:24])[cH:25][cH:26]1>>[Cl:1][c:2]1[cH:3][cH:4][c:5]([C:6](=[O:7])[NH:8][CH:9]2[C:10]([CH3:11])([CH3:12])[S:13][C:14](=[S:21])[N:15]([CH2:16][CH2:17][N:18]([CH3:19])[CH3:20])[C:22]2=[O:23])[cH:25][cH:26]1. The reactants are CO, [K+], [Na+], CS(=O)(=O)c1ccc2c(c1)cc(C1=CCOCC1)n2S(=O)(=O)c1ccccc1, [OH-], O=C([O-])O. Yields the product CS(=O)(=O)c1ccc2[nH]c(C3=CCOCC3)cc2c1. As a reaction SMILES: [CH3:36][OH:37].[K+:30].[Na+:31].[O:1]1[CH2:2][CH:3]=[C:4]([c:7]2[n:8]([S:20]([c:21]3[cH:22][cH:23][cH:24][cH:25][cH:26]3)(=[O:27])=[O:28])[c:9]3[cH:10][cH:11][c:12]([S:16](=[O:17])(=[O:18])[CH3:19])[cH:13][c:14]3[cH:15]2)[CH2:5][CH2:6]1.[OH-:29].[OH:32][C:33](=[O:34])[O-:35]>>[O:1]1[CH2:2][CH:3]=[C:4]([c:7]2[nH:8][c:9]3[cH:10][cH:11][c:12]([S:16](=[O:17])(=[O:18])[CH3:19])[cH:13][c:14]3[cH:15]2)[CH2:5][CH2:6]1. The reactants are C1COC(=O)N1P(=O)(N2CCOC2=O)Cl (BOP-Cl), C=1C=CC2=C(C1)N=NN2O (HOBT), CCN(C(C)C)C(C)C (DIPEA), CC=1C=C(C=C(C1)C)CC(=O)NC(C(=O)O)CC1=CC=CC=C1 (2-[2-(3,5-dimethylphenyl)acetamido]-3-phenyl-propionic acid), N=1C(=CN2C1SC1=C2C=CC=C1)NC1=CC=CC=C1 ((imidazo[2,1-b]benzothiazol-2-yl)aniline). Run in C(Cl)Cl (CH2Cl2). The product is desired product, CC=1C=C(C=C(C1)C)CC(=O)N[C@H](C(=O)NC1=CC=C(C=C1)C=1N=C2SC3=C(N2C1)C=CC=C3)CC3=CC=CC=C3 ((S)-2-(3,5-dimethylphenylacetamido)-3-phenyl-N-[4-(imidazo[2,1-b]benzothiazol-2-yl)phenyl]propanamide). As a reaction SMILES: C1N(P(Cl)(N2C(=O)OCC2)=O)C(=O)OC1.[CH:16]1[CH:17]=[CH:18][C:19]2N(O)N=[N:22][C:20]=2[CH:21]=1.CCN(C(C)C)C(C)C.[CH3:35][C:36]1[CH:37]=[C:38]([CH2:43][C:44]([NH:46][CH:47]([CH2:51][C:52]2[CH:57]=[CH:56][CH:55]=[CH:54][CH:53]=2)[C:48](O)=[O:49])=[O:45])[CH:39]=[C:40]([CH3:42])[CH:41]=1.[N:58]1[C:59](NC2C=CC=CC=2)=[CH:60][N:61]2[C:65]3[CH:66]=[CH:67][CH:68]=[CH:69][C:64]=3[S:63][C:62]=12>C(Cl)Cl>[CH3:42][C:40]1[CH:39]=[C:38]([CH2:43][C:44]([NH:46][C@@H:47]([CH2:51][C:52]2[CH:53]=[CH:54][CH:55]=[CH:56][CH:57]=2)[C:48]([NH:22][C:20]2[CH:21]=[CH:16][C:17]([C:59]3[N:58]=[C:62]4[N:61]([CH:60]=3)[C:65]3[CH:66]=[CH:67][CH:68]=[CH:69][C:64]=3[S:63]4)=[CH:18][CH:19]=2)=[O:49])=[O:45])[CH:37]=[C:36]([CH3:35])[CH:41]=1. Reported procedure: BOP-Cl (114.5 mg, 0.450 mmol), HOBT (33.4 mg, 0.247 mmol) and DIPEA (157 μl, 0.899 mmol) were added to a solution of (S) 2-[2-(3,5-dimethylphenyl)acetamido]-3-phenyl-propanoic acid (70.0 mg, 0.225 mmol) in dry CH2Cl2 (10 ml). After 10 min 4-[(imidazo[2,1-b]benzothiazol-2-yl)aniline (65.1 mg, 0.247 mmol) was added to the solution and the reaction mixture was reflux under nitrogen for 6 h. The solvent was removed under reduced pressure and the crude mixture was purified by flash chromatography (Me... Starting materials: C(OC(NNC(OC(C)(C)C)=O)=O)(C)(C)C, c1c(ccnc1Br)C. The reagents and catalysts are c1ccc(cc1)-c2c3ccccc3cc4ccccc24 (9-Phenylanthracene), CCC(C)(C)[O-].[Na+]   (NaOtPn), P([C@]12C[C@@H]3C[C@H](C2)C[C@@H](C1)C3)([C@]12C[C@@H]3C[C@@H](C2)C[C@@H](C1)C3)CCCC (Pd(OAc)2/cataCXium A), C(O[Pd]OC(C)=O)(C)=O (Pd(OAc)2). Solvent: C1COCCO1 (Dioxane). Reaction conditions: temperature 110 celsius, time nan hour. The product is Cc1ccnc(c1)N(NC(=O)OC(C)(C)C)C(=O)OC(C)(C)C. As a reaction SMILES: [CH3:1][c:2]1[cH:7][c:6](Br)[n:5][cH:4][cH:3]1.[CH3:8][C:9]([O:12][C:13]([NH:15][NH:16][C:17]([O:19][C:20]([CH3:23])([CH3:22])[CH3:21])=[O:18])=[O:14])([CH3:11])[CH3:10]>>[CH3:1][c:2]1[cH:7][c:6]([N:15]([C:13]([O:12][C:9]([CH3:11])([CH3:10])[CH3:8])=[O:14])[NH:16][C:17]([O:19][C:20]([CH3:23])([CH3:22])[CH3:21])=[O:18])[n:5][cH:4][cH:3]1. The reactants are O=C([O-])O, CCOC(C)=O, O=[N+]([O-])c1cnc2[nH]cc(C(F)(F)F)c2c1, [Na+], O, O, Cl[Sn](Cl)(Cl)Cl. Yields the product Nc1cnc2[nH]cc(C(F)(F)F)c2c1. As a reaction SMILES: [C:24](=[O:25])([OH:26])[O-:27].[CH3:29][CH2:30][O:31][C:32](=[O:33])[CH3:34].[N+:8]([O-:9])(=[O:10])[c:11]1[cH:12][c:13]2[c:14]([n:15][cH:16]1)[nH:17][cH:18][c:19]2[C:20]([F:21])([F:22])[F:23].[Na+:28].[OH2:1].[OH2:2].[Sn:3]([Cl:4])([Cl:5])([Cl:6])[Cl:7]>>[NH2:8][c:11]1[cH:12][c:13]2[c:14]([n:15][cH:16]1)[nH:17][cH:18][c:19]2[C:20]([F:21])([F:22])[F:23]. Reactants: C(C1=CC=CC=C1)OC(=O)N1C(CC(CC1)[C@H](CC)NC(=O)OC(C)(C)C)C(N)=O (4-((S)-1-tert-butoxycarbonylamino-propyl)-2-carbamoyl-piperidine-1-carboxylic acid benzyl ester), FC(C(=O)O)(F)F (trifluoroacetic acid), C(=O)(C(F)(F)F)O (TFA). Run in C(Cl)Cl (methylene chloride). Reaction conditions: time 1 hour. The product is C(C1=CC=CC=C1)OC(=O)N1C(CC(CC1)[C@H](CC)N)C(N)=O (4-((S)-1-amino-propyl)-2-carbamoyl-piperidine-1-carboxylic acid benzyl ester). Reaction SMILES: [CH2:1]([O:8][C:9]([N:11]1[CH2:16][CH2:15][CH:14]([C@@H:17]([NH:20]C(OC(C)(C)C)=O)[CH2:18][CH3:19])[CH2:13][CH:12]1[C:28](=[O:30])[NH2:29])=[O:10])[C:2]1[CH:7]=[CH:6][CH:5]=[CH:4][CH:3]=1.FC(F)(F)C(O)=O>C(Cl)Cl>[CH2:1]([O:8][C:9]([N:11]1[CH2:16][CH2:15][CH:14]([C@@H:17]([NH2:20])[CH2:18][CH3:19])[CH2:13][CH:12]1[C:28](=[O:30])[NH2:29])=[O:10])[C:2]1[CH:7]=[CH:6][CH:5]=[CH:4][CH:3]=1. Reported procedure: To a solution of 84% 4-((S)-1-tert-butoxycarbonylamino-propyl)-2-carbamoyl-piperidine-1-carboxylic acid benzyl ester (0.7 g, 1.4 mmol) in methylene chloride (20 mL) was added trifluoroacetic acid (2 mL). After 1 hour, the reaction was monitored by HPLC-MS. Additional TFA (1 mL) was added. After 30 minutes, the reaction was concentrated to afford 4-((S)-1-amino-propyl)-2-carbamoyl-piperidine-1-carboxylic acid benzyl ester. Procedure details: The title compound was prepared in a similar manner to that described in Example 19 using 3-(2,3,4,6-tetra-O-acetyl-β-D-glucopyranosyloxy)-4-{[4-(2-aminoethoxy)-2-methylphenyl]methyl}-5-isopropyl-1H-pyrazole and 2-amino-2-methyl-1-propanol instead of 3-(2,3,4,6-tetra-O-acetyl-β-D-glucopyranosyloxy)-4-{[4-(3-aminopropoxy)phenyl]methyl}-5-isopropyl-1H-pyrazole and 4-(2-aminoethyl)morpholine, respectively. Reaction SMILES: C([O:4][C@@H:5]1[C@@H:10]([O:11]C(=O)C)[C@H:9]([O:15]C(=O)C)[C@@H:8]([CH2:19][O:20]C(=O)C)[O:7][C@H:6]1[O:24][C:25]1[C:29]([CH2:30][C:31]2[CH:36]=[CH:35][C:34]([O:37][CH2:38][CH2:39][NH2:40])=[CH:33][C:32]=2[CH3:41])=[C:28]([CH:42]([CH3:44])[CH3:43])[NH:27][N:26]=1)(=O)C.[NH2:45][C:46]([CH3:50])([CH3:49])[CH2:47][OH:48].NCCN1CC[O:57][CH2:56]C1>>[C@@H:6]1([O:24][C:25]2[C:29]([CH2:30][C:31]3[CH:36]=[CH:35][C:34]([O:37][CH2:38][CH2:39][NH:40][C:56]([NH:45][C:46]([CH3:50])([CH3:49])[CH2:47][OH:48])=[O:57])=[CH:33][C:32]=3[CH3:41])=[C:28]([CH:42]([CH3:43])[CH3:44])[NH:27][N:26]=2)[O:7][C@H:8]([CH2:19][OH:20])[C@@H:9]([OH:15])[C@H:10]([OH:11])[C@H:5]1[OH:4]. Starting materials: C(C)(=O)O[C@H]1[C@@H](O[C@@H]([C@H]([C@@H]1OC(C)=O)OC(C)=O)COC(C)=O)OC1=NNC(=C1CC1=C(C=C(C=C1)OCCN)C)C(C)C (3-(2,3,4,6-tetra-O-acetyl-β-D-glucopyranosyloxy)-4-{[4-(2-aminoethoxy)-2-methylphenyl]methyl}-5-isopropyl-1H-pyrazole), NC(CO)(C)C (2-amino-2-methyl-1-propanol), NCCN1CCOCC1 (4-(2-aminoethyl)morpholine). Product: [C@@H]1([C@H](O)[C@@H](O)[C@H](O)[C@H](O1)CO)OC1=NNC(=C1CC1=C(C=C(C=C1)OCCNC(=O)NC(CO)(C)C)C)C(C)C (3-(β-D-Glucopyranosyloxy)-4-{[4-(2-{3-[2-hydroxy-1,1-di-(methyl)ethyl]ureido}ethoxy)-2-methylphenyl]methyl}-5-isopropyl-1H-pyrazole).